Task: describe an organic reaction: reactants, conditions, products, and yield. Dataset: the Open Reaction Database (ORD), a public repository of structured organic reaction records The reactants are [Br-], C1CCOC1, C[Mg+], CC(=O)c1ccc(OCc2c(C(C)C)nnn2-c2c(Cl)cccc2Cl)cc1C. The product is Cc1cc(OCc2c(C(C)C)nnn2-c2c(Cl)cccc2Cl)ccc1C(C)(C)O. RXN SMILES: [Br-:29].[CH2:32]1[O:33][CH2:34][CH2:35][CH2:36]1.[CH3:30][Mg+:31].[Cl:1][c:2]1[c:3](-[n:9]2[n:10][n:11][c:12]([CH:26]([CH3:27])[CH3:28])[c:13]2[CH2:14][O:15][c:16]2[cH:17][c:18]([CH3:25])[c:19]([C:22]([CH3:23])=[O:24])[cH:20][cH:21]2)[c:4]([Cl:8])[cH:5][cH:6][cH:7]1>>[Cl:1][c:2]1[c:3](-[n:9]2[n:10][n:11][c:12]([CH:26]([CH3:27])[CH3:28])[c:13]2[CH2:14][O:15][c:16]2[cH:17][c:18]([CH3:25])[c:19]([C:22]([CH3:23])([OH:24])[CH3:30])[cH:20][cH:21]2)[c:4]([Cl:8])[cH:5][cH:6][cH:7]1.